From a dataset of the Open Reaction Database (ORD), a public repository of structured organic reaction records. describe an organic reaction: reactants, conditions, products, and yield Reactants: FC=1C=C(C(=CC1)[N+](=O)[O-])C (3-fluoro-6-nitrotoluene), N1N=CN=C1 (1,2,4-triazole), C([O-])([O-])=O.[Na+].[Na+] (sodium carbonate). Solvent: CN(C=O)C (dimethylformamide). Product: CC=1C=C(C=CC1[N+](=O)[O-])N1N=CN=C1 (1-(3-methyl-4-nitrophenyl)-1,2,4-triazole). RXN SMILES: F[C:2]1[CH:3]=[C:4]([CH3:11])[C:5]([N+:8]([O-:10])=[O:9])=[CH:6][CH:7]=1.[NH:12]1[CH:16]=[N:15][CH:14]=[N:13]1.C(=O)([O-])[O-].[Na+].[Na+]>CN(C)C=O>[CH3:11][C:4]1[CH:3]=[C:2]([N:12]2[CH:16]=[N:15][CH:14]=[N:13]2)[CH:7]=[CH:6][C:5]=1[N+:8]([O-:10])=[O:9] |f:2.3.4|. Reported procedure: A mixture of 3-fluoro-6-nitrotoluene (50.0 g), 1,2,4-triazole (22.2 g) and sodium carbonate (34.0 g) was heated with stirring in dimethylformamide (300 cm3) at 130° for 16 hours. The cooled mixture was then concentrated in vacuo, the residue was acidified to pH1 with 4M hydrochloric acid, and the resulting solution was extracted with chloroform (2×25 cm3) to remove any neutral material. The combined aqueous phases were basified to pH10 with 2.5M sodium hydroxide solution and the mixture was extr... The reactants are [OH-].[K+] (potassium hydroxide), C(C)(=O)NC1=C(C=C(C=C1)OC)OC (N-acetyl-2,4-dimethoxyaniline), BrC1=CC=CC=C1 (bromobenzene), C([O-])([O-])=O.[K+].[K+] (potassium carbonate). The reagents and catalysts are [Cu] (copper), II (iodine). The solvent is C(CC(C)C)O (isoamyl alcohol), C1(=CC=CC=C1)C (toluene). Product: C1(=CC=CC=C1)NC1=C(C=C(C=C1)OC)OC (N-phenyl-2,4-dimethoxyaniline). Yield: 58.2%. RXN SMILES: [C:1]([NH:4][C:5]1[CH:10]=[CH:9][C:8]([O:11][CH3:12])=[CH:7][C:6]=1[O:13][CH3:14])(=O)[CH3:2].Br[C:16]1[CH:21]=CC=[CH:18][CH:17]=1.C(=O)([O-])[O-].[K+].[K+].[OH-].[K+]>[Cu].II.C1(C)C=CC=CC=1.C(O)CC(C)C>[C:1]1([NH:4][C:5]2[CH:10]=[CH:9][C:8]([O:11][CH3:12])=[CH:7][C:6]=2[O:13][CH3:14])[CH:18]=[CH:17][CH:16]=[CH:21][CH:2]=1 |f:2.3.4,5.6|. Reported procedure: To a mixture of 58.5 g of N-acetyl-2,4-dimethoxyaniline and 70.7 g of bromobenzene, 29 g of anhydrous potassium carbonate, 2.1 g of copper powder and 0.8 g of iodine were added and reacted at a temperature of from 170° to 180° C. for 20 hours. Then, to this reaction mixture, 30 g of potassium hydroxide and 100 ml of isoamyl alcohol were added and reacted at a temperature of from 120° to 130° C. for 3 hours. To this reaction mixture, 300 ml of toluene was added, and the toluene layer was separate... Starting materials: NC=1C=CC2=C(C(=C(O2)[N+](=O)[O-])C2=CC=CC=C2)C1 (5-amino-2-nitro-3-phenylbenzofuran), [N-]=C=O.[K+] (potassium isocyanate), C(C)(=O)O (acetic acid). Solvent: O (water), O (water). Conditions: temperature 20 celsius, time 30 minute. The product is [N+](=O)([O-])C=1OC2=C(C1C1=CC=CC=C1)C=C(C=C2)NC(=O)N (2-nitro-3-phenyl-5-ureidobenzofuran). RXN SMILES: [NH2:1][C:2]1[CH:3]=[CH:4][C:5]2[O:9][C:8]([N+:10]([O-:12])=[O:11])=[C:7]([C:13]3[CH:18]=[CH:17][CH:16]=[CH:15][CH:14]=3)[C:6]=2[CH:19]=1.C(O)(=O)C.[N-:24]=[C:25]=[O:26].[K+]>O>[N+:10]([C:8]1[O:9][C:5]2[CH:4]=[CH:3][C:2]([NH:1][C:25]([NH2:24])=[O:26])=[CH:19][C:6]=2[C:7]=1[C:13]1[CH:18]=[CH:17][CH:16]=[CH:15][CH:14]=1)([O-:12])=[O:11] |f:2.3|. Reported procedure: To a solution of 0.75 g. of 5-amino-2-nitro-3-phenylbenzofuran in 5 ml. of glacial acetic acid and 3 ml. of water is added an equimolar amount of potassium isocyanate dissolved in 5 ml. of warm water. The reaction is stirred at about 20° C. for 30 minutes then filtered to separate the solid product. The solid is recrystallized from aqueous methanol to provide yellow crystals of 2-nitro-3-phenyl-5-ureidobenzofuran, m.p. 230°-232° C. The reactants are S(=O)(Cl)Cl (thionyl chloride), CN(C=O)C (dimethyl formamide), CC=1C=C2OC=3CCC(CC3C(C2=CC1)=O)C(=O)N (6-methyl-1,2,3,4-tetrahydro-9-oxo-xanthene-2-carboxylic acid amide), amide. Solvent: O (water). Reaction conditions: time 30 minute. Yields the product CC=1C=C2OC=3CCC(CC3C(C2=CC1)=O)C#N (6-methyl-1,2,3,4-tetrahydro-9-oxo-xanthene-2-carbonitrile). Yield: 43.0%. Reaction SMILES: CN(C)C=O.[CH3:6][C:7]1[CH:8]=[C:9]2[C:18](=[CH:19][CH:20]=1)[C:17](=[O:21])[C:16]1[CH2:15][CH:14]([C:22]([NH2:24])=O)[CH2:13][CH2:12][C:11]=1[O:10]2.S(Cl)(Cl)=O>O>[CH3:6][C:7]1[CH:8]=[C:9]2[C:18](=[CH:19][CH:20]=1)[C:17](=[O:21])[C:16]1[CH2:15][CH:14]([C:22]#[N:24])[CH2:13][CH2:12][C:11]=1[O:10]2. Reported procedure: To 15 ml of a dimethyl formamide suspension solution containing 1.0 g of 6-methyl-1,2,3,4-tetrahydro-9-oxo-xanthene-2-carboxylic acid amide was amide was added dropwise 1.19 g of thionyl chloride at 0° C., and the mixture was stirred for 30 minutes. The resulting mixture was then poured into iced water and decomposed. The separated powder was recrystallized from acetone to obtain 0.40 g (yield: 41%) of 6-methyl-1,2,3,4-tetrahydro-9-oxo-xanthene-2-carbonitrile as a white powder having a melting p...